Dataset: the Open Reaction Database (ORD), a public repository of structured organic reaction records. Task: describe an organic reaction: reactants, conditions, products, and yield Reactants: [H-].[Na+] (Sodium hydride), C(C1=CC=CC=C1)OC=1C=C2C(=C(NC2=CC1)C1=CC=C(C=C1)OCC1=CC=CC=C1)C (5-(benzyloxy)-2-(4-(benzyloxy)phenyl)-3-methyl-1H-indole), IC1=CC=C(CBr)C=C1 (4-iodobenzyl bromide). The solvent is CN(C)C=O (DMF). Reaction conditions: temperature 0 celsius, time 5 minute. Yields the product C(C1=CC=CC=C1)OC=1C=C2C(=C(N(C2=CC1)CC1=CC=C(C=C1)I)C1=CC=C(C=C1)OCC1=CC=CC=C1)C (5-(Benzyloxy)-2-(4-(benzyloxy)phenyl)-1-(4-iodobenzyl)-3-methyl-1H-indole). Isolated yield 31.3%. As a reaction SMILES: [CH2:1]([O:8][C:9]1[CH:10]=[C:11]2[C:15](=[CH:16][CH:17]=1)[NH:14][C:13]([C:18]1[CH:23]=[CH:22][C:21]([O:24][CH2:25][C:26]3[CH:31]=[CH:30][CH:29]=[CH:28][CH:27]=3)=[CH:20][CH:19]=1)=[C:12]2[CH3:32])[C:2]1[CH:7]=[CH:6][CH:5]=[CH:4][CH:3]=1.[H-].[Na+].[I:35][C:36]1[CH:43]=[CH:42][C:39]([CH2:40]Br)=[CH:38][CH:37]=1>CN(C=O)C>[CH2:1]([O:8][C:9]1[CH:10]=[C:11]2[C:15](=[CH:16][CH:17]=1)[N:14]([CH2:40][C:39]1[CH:42]=[CH:43][C:36]([I:35])=[CH:37][CH:38]=1)[C:13]([C:18]1[CH:23]=[CH:22][C:21]([O:24][CH2:25][C:26]3[CH:31]=[CH:30][CH:29]=[CH:28][CH:27]=3)=[CH:20][CH:19]=1)=[C:12]2[CH3:32])[C:2]1[CH:3]=[CH:4][CH:5]=[CH:6][CH:7]=1 |f:1.2|. Procedure: A solution of 5-(benzyloxy)-2-(4-(benzyloxy)phenyl)-3-methyl-1H-indole (4.2 g, 10 mmol; see PCT/US98/21609 for synthesis) in DMF (40 mL) was cooled to 0° C. under nitrogen atmosphere. Sodium hydride (60% dispersion in mineral oil; 420 mg, 10.5 mmol) was added in one portion. The reaction mixture was stirred at 0° C. for 5 min, and then ice bath was removed and allowed to warm to room temperature. After 1 h, the reaction was cooled back to 0° C. and 4-iodobenzyl bromide (3.7 g, 12.5 mmol) was add... The reactants are CCO, CCCN(CCC)CC1CCCCN1CCNC(=O)N1c2ccccc2NC(=O)c2c1c(Cl)cn2C, [Na+], [OH-], [Pd]. Product: CCCN(CCC)CC1CCCCN1CCNC(=O)N1c2ccccc2NC(=O)c2c1ccn2C. Reaction SMILES: [CH3:39][CH2:40][OH:41].[Cl:1][c:2]1[cH:3][n:4]([CH3:36])[c:5]2[c:6]1[N:7]([C:17](=[O:18])[NH:19][CH2:20][CH2:21][N:22]1[CH:23]([CH2:28][N:29]([CH2:30][CH2:31][CH3:32])[CH2:33][CH2:34][CH3:35])[CH2:24][CH2:25][CH2:26][CH2:27]1)[c:8]1[c:9]([cH:13][cH:14][cH:15][cH:16]1)[NH:10][C:11]2=[O:12].[Na+:38].[OH-:37].[Pd:42]>>[cH:2]1[cH:3][n:4]([CH3:36])[c:5]2[c:6]1[N:7]([C:17](=[O:18])[NH:19][CH2:20][CH2:21][N:22]1[CH:23]([CH2:28][N:29]([CH2:30][CH2:31][CH3:32])[CH2:33][CH2:34][CH3:35])[CH2:24][CH2:25][CH2:26][CH2:27]1)[c:8]1[c:9]([cH:13][cH:14][cH:15][cH:16]1)[NH:10][C:11]2=[O:12]. Reactants: C([O-])(O)=O.[Na+] (sodium bicarbonate), O1C(OCC1)C=1C=C(C=CC1OC)N1N=NN=C1 (1-(3-[1,3]-dioxolan-2-yl4-methoxy-phenyl)-1H-tetrazole), solution, Cl (hydrogen chloride), CC(=O)C (acetone). Solvent: ClCCl (dichloromethane), CCCCCC (hexane), O1CCCC1 (tetrahydrofuran). Product: C(=O)C=1C=C(C=CC1OC)NC#N ((3-Formyl-4-methoxy-phenyl)-cyanamide). Yield: 95.0%. As a reaction SMILES: [O:1]1CCO[CH:2]1[C:6]1[CH:7]=[C:8]([N:14]2[CH:18]=[N:17]N=N2)[CH:9]=[CH:10][C:11]=1[O:12][CH3:13].Cl.CC(C)=O.C(=O)(O)[O-].[Na+]>O1CCCC1.CCCCCC.ClCCl>[CH:2]([C:6]1[CH:7]=[C:8]([NH:14][C:18]#[N:17])[CH:9]=[CH:10][C:11]=1[O:12][CH3:13])=[O:1] |f:3.4|. Procedure details: To a solution of 1-(3-[1,3]-dioxolan-2-yl4-methoxy-phenyl)-1H-tetrazole (0.46 g) in tetrahydrofuran (10 ml) at 0° under nitrogen n-butyl lithium (1.7 ml; a 1.6M solution in hexane) was added. After stirring for 5 min dilute aqueous hydrogen chloride solution (5 ml) and acetone (2ml) were added. The mixture was stirred for 1 h before addition of dichloromethane (30 ml) and 8% aqueous sodium bicarbonate solution (20 ml). The layers were separated and the aqueous layer extracted with dichloromethan... The reactants are COC([C@@H](NC(=O)C1(CCCC1)CCNC(=O)OC(C)(C)C)CC1=CC=C(C=C1)[N+](=O)[O-])=O (N-[[1-[2-[[(1,1-dimethylethoxy)carbonyl]amino]ethyl]cyclopentyl]carbonyl]-4-nitro-L-phenylalanine methyl ester), COC=1C=CC(=CC1)P2(=S)SP(=S)(S2)C=3C=CC(=CC3)OC (Lawesson's reagent), resultant mixture. The solvent is C1(=CC=CC=C1)C.O1CCOCC1 (toluene dioxane). Reaction conditions: time 24 hour. Yields the product COC([C@@H](NC(=S)C1(CCCC1)CCNC(=O)OC(C)(C)C)CC1=CC=C(C=C1)[N+](=O)[O-])=O (N-[[1-[2-[[(1,1-dimethylethoxy)carbonyl]amino]ethyl]cyclopentyl]thioxomethyl]-4-nitro-L-phenylalanine methyl ester). The yield is 74.4%. RXN SMILES: [CH3:1][O:2][C:3](=[O:33])[C@H:4]([CH2:23][C:24]1[CH:29]=[CH:28][C:27]([N+:30]([O-:32])=[O:31])=[CH:26][CH:25]=1)[NH:5][C:6]([C:8]1([CH2:13][CH2:14][NH:15][C:16]([O:18][C:19]([CH3:22])([CH3:21])[CH3:20])=[O:17])[CH2:12][CH2:11][CH2:10][CH2:9]1)=O.COC1C=CC(P2(SP(C3C=CC(OC)=CC=3)(=S)S2)=[S:43])=CC=1>C1(C)C=CC=CC=1.O1CCOCC1>[CH3:1][O:2][C:3](=[O:33])[C@H:4]([CH2:23][C:24]1[CH:29]=[CH:28][C:27]([N+:30]([O-:32])=[O:31])=[CH:26][CH:25]=1)[NH:5][C:6]([C:8]1([CH2:13][CH2:14][NH:15][C:16]([O:18][C:19]([CH3:22])([CH3:21])[CH3:20])=[O:17])[CH2:12][CH2:11][CH2:10][CH2:9]1)=[S:43] |f:2.3|. Reported procedure: To a solution of N-[[1-[2-[[(1,1-dimethylethoxy)carbonyl]amino]ethyl]cyclopentyl]carbonyl]-4-nitro-L-phenylalanine methyl ester (1.00 g, 2.16 mmol) in toluene/dioxane (1:1, 10 mL) was added Lawesson's reagent (0.524 g, 1.29 mmol). The resultant mixture was warmed to 50° C. and was stirred for 24 h. The reaction mixture was filtered through a sintered glass funnel and the filtrate was concentrated in vacuo. Purification of the crude product by silica gel flash column chromatography (hexane-ethyl ... Starting materials: FC(C(=O)C(F)(F)F)(F)F (hexafluoroacetone), [H][H] (hydrogen). Reagents/catalysts: [Pd] (Pd/C). Yields the product C(C(F)(F)F)(C(F)(F)F)O (Hexafluoro-2-propanol). Yield: 90.0%. RXN SMILES: [F:1][C:2]([F:10])([F:9])[C:3]([C:5]([F:8])([F:7])[F:6])=[O:4].[H][H]>[Pd]>[CH:3]([OH:4])([C:5]([F:8])([F:7])[F:6])[C:2]([F:10])([F:9])[F:1]. Procedure: Approximately 100cc of Pd/C catalyst is packed into a ½″ diameter pipe reactor. Approximately 1 g/min of the hexafluoroacetone and 500cc/min hydrogen gas is fed into the reactor at atmospheric pressure and 180° C. Hexafluoro-2-propanol is produced in greater than 90% yield.